Dataset: the Open Reaction Database (ORD), a public repository of structured organic reaction records. Task: describe an organic reaction: reactants, conditions, products, and yield Reactants: COC=1C=C(C=O)C=CC1 (3-methoxybenzaldehyde), CN1C(NCC1=O)=O (3-methyl hydantoin). The product is COC=1C=C(C=CC1)C=C1C(N(C(N1)=O)C)=O (5-[(3-Methoxyphenyl)methylene]-3-methyl-2,4-imidazolidinedione). The yield is 73.8%. RXN SMILES: [CH3:1][O:2][C:3]1[CH:4]=[C:5]([CH:8]=[CH:9][CH:10]=1)[CH:6]=O.[CH3:11][N:12]1[C:16](=[O:17])[CH2:15][NH:14][C:13]1=[O:18]>>[CH3:1][O:2][C:3]1[CH:4]=[C:5]([CH:6]=[C:15]2[NH:14][C:13](=[O:18])[N:12]([CH3:11])[C:16]2=[O:17])[CH:8]=[CH:9][CH:10]=1. Procedure details: Prepared according to the procedure described in Example 93 using 3-methoxybenzaldehyde (3.5 ml, 28 mmoles) and 3-methyl hydantoin (3.0 g, 21 mmoles), to afford the product (3.6 g), mp 203°-205° C. Yields the product S1C(=CC=C1)C1=NN=C2N1N=C(C=C2)SCC(=O)OCC (ethyl 2-((3-(thiophen-2-yl)-[1,2,4]triazolo[4,3-b]pyridazin-6-yl)thio)acetate). Run in CCCCO (n-BuOH). Reaction conditions: temperature 142.5 celsius. Procedure details: To 2-thiophenecarbohydrazide (215 mg, 1.5 mmol) dissolved in n-BuOH (3 mL) was added ethyl 2-((6-chloropyridazin-3-yl)thio)propanoate (232 mg, 1 mmol), and the whole was heated for 5 h in a 140-145° C. oil bath. The reaction mixture was then cooled to room temperature (˜25° C.), and the solid residue removed by filtration. The filtrate was then diluted with methylene chloride (50 mL), and washed with saturated with NaHCO3 (˜15 mL). The combined aqueous layers were washed twice with methylene chl... RXN SMILES: [S:1]1[CH:5]=[CH:4][CH:3]=[C:2]1[C:6]([NH:8][NH2:9])=O.Cl[C:11]1[N:16]=[N:15][C:14]([S:17][CH:18](C)[C:19]([O:21][CH2:22][CH3:23])=[O:20])=[CH:13][CH:12]=1>CCCCO>[S:1]1[CH:5]=[CH:4][CH:3]=[C:2]1[C:6]1[N:16]2[N:15]=[C:14]([S:17][CH2:18][C:19]([O:21][CH2:22][CH3:23])=[O:20])[CH:13]=[CH:12][C:11]2=[N:9][N:8]=1. Reactants: S1C(=CC=C1)C(=O)NN (2-thiophenecarbohydrazide), ClC1=CC=C(N=N1)SC(C(=O)OCC)C (ethyl 2-((6-chloropyridazin-3-yl)thio)propanoate).